Dataset: the Open Reaction Database (ORD), a public repository of structured organic reaction records. Task: describe an organic reaction: reactants, conditions, products, and yield Starting materials: 95, C=CC1=CC=CC=C1 (styrene), C(C=C)(=O)OCCCC (butyl acrylate), C(C1=CC=CC=C1)(=O)OOC(C1=CC=CC=C1)=O (benzoyl peroxide). The solvent is C(C(C)C)C(=O)C (methyl isobutyl ketone), C(C(C)C)C(=O)C (methyl isobutyl ketone). Reaction conditions: temperature 90 celsius. Yields the product CCCCOC(=O)C=C.C=CC1=CC=CC=C1.C=CC1=CC=CC=C1C=C (styrene-butyl acrylate copolymer). Reaction SMILES: [CH2:1]=[CH:2][C:3]1[CH:8]=[CH:7][CH:6]=[CH:5][CH:4]=1.[C:9]([O:13][CH2:14][CH2:15][CH2:16][CH3:17])(=[O:12])[CH:10]=[CH2:11].[C:18](OOC(=O)C1C=CC=CC=1)(=O)[C:19]1C=CC=CC=1>C(C(C)=O)C(C)C>[CH3:17][CH2:16][CH2:15][CH2:14][O:13][C:9]([CH:10]=[CH2:11])=[O:12].[CH2:1]=[CH:2][C:3]1[CH:8]=[CH:7][CH:6]=[CH:5][CH:4]=1.[CH2:1]=[CH:2][C:3]1[C:8]([CH:18]=[CH2:19])=[CH:7][CH:6]=[CH:5][CH:4]=1 |f:4.5.6|. Procedure details: 40 parts by weight of methyl isobutyl ketone were put into a flask with a stirrer, and heated to 90° C. with stirring in a stream of nitrogen gas. A mixture of 95 parts by weight of styrene, 10 parts by weight of butyl acrylate and 25 parts by weight of benzoyl peroxide was added dropwise over a period of 6 hours to the methyl isobutyl ketone which was maintained at 90° C. Subsequently, the above-mentioned mixture was subjected to polymerization at 90° C. for 10 hours, whereby a styrene-butyl ac... Reactants: CCOC(=O)CN1CC(=O)N(C)c2ccc(N)cc2C1=O, O=C=NCc1ccccc1, CCOC(C)=O, CN(C)c1ccncc1, CN(C)C=O. Product: CCOC(=O)CN1CC(=O)N(C)c2ccc(NC(=O)NCc3ccccc3)cc2C1=O. Reaction SMILES: [CH2:1]([CH3:2])[O:3][C:4]([CH2:5][N:6]1[CH2:7][C:8](=[O:20])[N:9]([CH3:19])[c:10]2[c:11]([cH:14][c:15]([NH2:18])[cH:16][cH:17]2)[C:12]1=[O:13])=[O:21].[CH2:22]([c:23]1[cH:24][cH:25][cH:26][cH:27][cH:28]1)[N:29]=[C:30]=[O:31].[CH3:32][CH2:33][O:34][C:35]([CH3:36])=[O:37].[CH3:43][N:44]([c:45]1[cH:46][cH:47][n:48][cH:49][cH:50]1)[CH3:51].[O:38]=[CH:39][N:40]([CH3:41])[CH3:42]>>[CH2:1]([CH3:2])[O:3][C:4]([CH2:5][N:6]1[CH2:7][C:8](=[O:20])[N:9]([CH3:19])[c:10]2[c:11]([cH:14][c:15]([NH:18][C:30]([NH:29][CH2:22][c:23]3[cH:24][cH:25][cH:26][cH:27][cH:28]3)=[O:31])[cH:16][cH:17]2)[C:12]1=[O:13])=[O:21]. Reactants: Cl, O=N[O-], CCCCCCN1CC2C(C1=O)C2(C)c1cccc(N)c1, [Na+], [Na+], [Na+], O=C([O-])[O-], O. Yields the product CCCCCCN1CC2C(C1=O)C2(C)c1cccc(O)c1. RXN SMILES: [ClH:32].[N:22](=[O:23])[O-:24].[NH2:1][c:2]1[cH:3][c:4]([C:8]2([CH3:21])[CH:9]3[CH2:10][N:11]([CH2:15][CH2:16][CH2:17][CH2:18][CH2:19][CH3:20])[C:12](=[O:14])[CH:13]23)[cH:5][cH:6][cH:7]1.[Na+:25].[Na+:26].[Na+:27].[O-:28][C:29](=[O:30])[O-:31].[OH2:33]>>[c:2]1([OH:23])[cH:3][c:4]([C:8]2([CH3:21])[CH:9]3[CH2:10][N:11]([CH2:15][CH2:16][CH2:17][CH2:18][CH2:19][CH3:20])[C:12](=[O:14])[CH:13]23)[cH:5][cH:6][cH:7]1.